This data is from the Open Reaction Database (ORD), a public repository of structured organic reaction records. The task is: describe an organic reaction: reactants, conditions, products, and yield Starting materials: [Al] (aluminium), O (water), CC1=C(N=C(O1)C1=CC=CC=C1)CCOC1=CC=C(C=2SC=CC21)C=C2C(NC(S2)=O)=O (5-{4-[2-(5-Methyl-2-phenyloxazol-4-yl)-ethoxy]-benzo[b]thiophen-7-ylmethylidene}-thiazolidine-2,4-dione). Run in O1CCCC1 (tetrahydrofuran). Conditions: temperature 50 celsius. The product is CC1=C(N=C(O1)C1=CC=CC=C1)CCOC1=CC=C(C=2SC=CC21)CC2C(NC(S2)=O)=O (5-{4-[2-(5-Methyl-2-phenyloxazol-4-yl)-ethoxy]-benzo[b]thiophen-7-ylmethyl}-thiazolidine-2,4-dione). As a reaction SMILES: [Al].O.[CH3:3][C:4]1[O:8][C:7]([C:9]2[CH:14]=[CH:13][CH:12]=[CH:11][CH:10]=2)=[N:6][C:5]=1[CH2:15][CH2:16][O:17][C:18]1[C:26]2[CH:25]=[CH:24][S:23][C:22]=2[C:21]([CH:27]=[C:28]2[S:32][C:31](=[O:33])[NH:30][C:29]2=[O:34])=[CH:20][CH:19]=1>O1CCCC1>[CH3:3][C:4]1[O:8][C:7]([C:9]2[CH:14]=[CH:13][CH:12]=[CH:11][CH:10]=2)=[N:6][C:5]=1[CH2:15][CH2:16][O:17][C:18]1[C:26]2[CH:25]=[CH:24][S:23][C:22]=2[C:21]([CH2:27][CH:28]2[S:32][C:31](=[O:33])[NH:30][C:29]2=[O:34])=[CH:20][CH:19]=1. Procedure details: 10 g activated aluminium needles and 1 ml water are added to a solution of 2.03 g (4.3 mmol) 5-{4-[2-(5-Methyl-2-phenyloxazol-4-yl)-ethoxy]-benzo[b]thiophen-7-ylmethylidene}-thiazolidine-2,4-dione (Fp. 204-207° C.) in 130 ml tetrahydrofuran. Then it is heated for 50 min. while stirring to 50° C. and the solid components are removed by filtration. The filtrate is evaporated and the residue is chromatographed on silica gel with a mixture of 88 parts by volume toluene, 10 parts by volume 2-butanone... As a reaction SMILES: [CH3:1][C@@H:2]1[CH:7]=[CH:6][CH2:5][C:4]([CH3:9])([CH3:8])[C@H:3]1[C:10](=[O:12])[CH3:11].B(F)(F)F>>[CH3:1][CH:2]1[CH:7]=[CH:6][CH2:5][C:4]([CH3:8])([CH3:9])[CH:3]1[C:10](=[O:12])[CH3:11]. Starting materials: C[C@H]1[C@@H](C(CC=C1)(C)C)C(C)=O (trans 1-(2,6,6-trimethyl-3-cyclohexen-1-yl)-1-ethanone), final mixture, B(F)(F)F (BF3), (AcOH)2, Ru(COD)(methallyl)2. Yields the product CC1C(C(CC=C1)(C)C)C(C)=O (1-(2,6,6-trimethyl-3-cyclohexen-1-yl)-1-ethanone). Reaction conditions: temperature 130 celsius, time 30 minute. Procedure: To trans 1-(2,6,6-trimethyl-3-cyclohexen-1-yl)-1-ethanone (4.52 mol; trans/cis=94/5 to 99/1, purity≧99%) stirred under nitrogen at 20° C. was added BF3.(AcOH)2 (2.27 mmol of BF3) and [Ru(COD)(methallyl)2] (2.27 mmol) was added consecutively. The resulting solution was heated to 130° C. and stirred over 30 minutes at 130° C. under nitrogen. Afterwards, the resulting mixture was cooled to 20° C. and there was obtained a mixture comprising (% by weight of the final mixture, obtained by GC analysis)... Reactants: CC1=CC(=C(C=C1)OC)[N+](=O)[O-] (4-methyl-2-nitroanisole). The reagents and catalysts are [Pd] (Pd/C). Run in C(C)O (ethanol). Yields the product NC1=C(C=CC(=C1)C)OC (2-amino -4-methylanisole). As a reaction SMILES: [CH3:1][C:2]1[CH:7]=[CH:6][C:5]([O:8][CH3:9])=[C:4]([N+:10]([O-])=O)[CH:3]=1>C(O)C.[Pd]>[NH2:10][C:4]1[CH:3]=[C:2]([CH3:1])[CH:7]=[CH:6][C:5]=1[O:8][CH3:9]. Reported procedure: A solution of 4-methyl-2-nitroanisole (Aldrich) (10 g, 0.06 mol) in 100 ml of absolute ethanol was hydrogenated in the presence of 0.25 g of Pd/C (10%) at room temperature. The catalyst was removed by filtration and the clear solution was concentrated to give 2-amino -4-methylanisole as a white solid. To this solid was added 70 ml of acetic anhydride and a few drops of concentrated sulfuric acid. After stirring for 1 h, the mixture was poured into ice/water and the precipitated product was filte... The reactants are FC(S(=O)(=O)OC1=COC2=C1C=C(C=C2)Br)(F)F (5-bromobenzofuran-3-yl trifluoromethanesulphonate), COCC#C (3-methoxypropyne). Product: BrC=1C=CC2=C(C(=CO2)C#CCOC)C1 (5-Bromo-3-(3-methoxyprop-1-ynyl)benzofuran). As a reaction SMILES: FC(F)(F)S(O[C:7]1[C:11]2[CH:12]=[C:13]([Br:16])[CH:14]=[CH:15][C:10]=2[O:9][CH:8]=1)(=O)=O.[CH3:19][O:20][CH2:21][C:22]#[CH:23]>>[Br:16][C:13]1[CH:14]=[CH:15][C:10]2[O:9][CH:8]=[C:7]([C:23]#[C:22][CH2:21][O:20][CH3:19])[C:11]=2[CH:12]=1. Reported procedure: Analogously to residue 9a, 9.31 g of 5-bromobenzofuran-3-yl trifluoromethanesulphonate [440083-74-9] and 3.52 ml of 3-methoxypropyne are reacted. The title compound is obtained as a yellowish oil. Rf=0.43 (1:10 EtOAc-heptane). Rt=5.14 (gradient I). The reactants are B(Br)(Br)Br (boron tribromide), ClC=1C=C(C=CC1)NC1=C2C(=NC=N1)NN=C2NC2=CC=C(C=C2)OC (4-(3-chloro-phenylamino)-3-(4-methoxy-phenylamino)-1H-pyrazolo[3,4-d]pyrimidine). Solvent: C(Cl)Cl (methylene chloride), C(Cl)Cl (methylene chloride). Reaction conditions: temperature 20 celsius, time 14 hour. Product: ClC=1C=C(C=CC1)NC1=C2C(=NC=N1)NN=C2NC2=CC=C(C=C2)O (4-(3-Chloro-phenylamino)-3-(4-hydroxy-phenylamino)-1H-pyrazolo[3,4-d]-pyrimidine). RXN SMILES: B(Br)(Br)Br.[Cl:5][C:6]1[CH:7]=[C:8]([NH:12][C:13]2[N:18]=[CH:17][N:16]=[C:15]3[NH:19][N:20]=[C:21]([NH:22][C:23]4[CH:28]=[CH:27][C:26]([O:29]C)=[CH:25][CH:24]=4)[C:14]=23)[CH:9]=[CH:10][CH:11]=1>C(Cl)Cl>[Cl:5][C:6]1[CH:7]=[C:8]([NH:12][C:13]2[N:18]=[CH:17][N:16]=[C:15]3[NH:19][N:20]=[C:21]([NH:22][C:23]4[CH:28]=[CH:27][C:26]([OH:29])=[CH:25][CH:24]=4)[C:14]=23)[CH:9]=[CH:10][CH:11]=1. Procedure details: Under a nitrogen atmosphere, a solution of 5 ml (51.9 mmol) of boron tribromide in 20 ml of methylene chloride is added dropwise over a period of 30 minutes to a suspension, cooled to 0° C., of 5 g (13.63 mmol) of 4-(3-chloro-phenylamino)-3-(4-methoxy-phenylamino)-1H-pyrazolo[3,4-d]pyrimidine in 100 ml of methylene chloride. The reaction mixture is stirred at 20° C. for 14 hours and then filtered and the filter residue is digested for 1/2 hour at RT in 85 ml of water. After filtering, the filter...